From a dataset of the Open Reaction Database (ORD), a public repository of structured organic reaction records. describe an organic reaction: reactants, conditions, products, and yield Starting materials: C(C)OC(=O)COC1CCCN(C2=C1C=C(C=C2)Cl)C(C2=CC=C(C=C2)NC(C2=C(C=CC=C2)C)=O)=O (5-ethoxycarbonylmethoxy-7-chloro-1-[4-(2-methylbenzoylamino)benzoyl]-2,3,4,5-tetrahydro-1H-benzazepine), [BH4-].[Li+] (lithium borohydride), Cl (hydrochloric acid). The solvent is O1CCCC1 (tetrahydrofuran). Yields the product OCCOC1CCCN(C2=C1C=C(C=C2)Cl)C(C2=CC=C(C=C2)NC(C2=C(C=CC=C2)C)=O)=O (5-(2-hydroxyethoxy)-7-chloro-1-[4-(2-methylbenzoylamino)benzoyl]-2,3,4,5-tetrahydro-1H-benzazepine). The yield is 79.1%. As a reaction SMILES: C([O:3][C:4]([CH2:6][O:7][CH:8]1[C:14]2[CH:15]=[C:16]([Cl:19])[CH:17]=[CH:18][C:13]=2[N:12]([C:20](=[O:37])[C:21]2[CH:26]=[CH:25][C:24]([NH:27][C:28](=[O:36])[C:29]3[CH:34]=[CH:33][CH:32]=[CH:31][C:30]=3[CH3:35])=[CH:23][CH:22]=2)[CH2:11][CH2:10][CH2:9]1)=O)C.[BH4-].[Li+].Cl>O1CCCC1>[OH:3][CH2:4][CH2:6][O:7][CH:8]1[C:14]2[CH:15]=[C:16]([Cl:19])[CH:17]=[CH:18][C:13]=2[N:12]([C:20](=[O:37])[C:21]2[CH:26]=[CH:25][C:24]([NH:27][C:28](=[O:36])[C:29]3[CH:34]=[CH:33][CH:32]=[CH:31][C:30]=3[CH3:35])=[CH:23][CH:22]=2)[CH2:11][CH2:10][CH2:9]1 |f:1.2|. Reported procedure: To a solution of 5-ethoxycarbonylmethoxy-7-chloro-1-[4-(2-methylbenzoylamino)benzoyl]-2,3,4,5-tetrahydro-1H-benzazepine (2.2 g) in tetrahydrofuran (50 ml) is added with stirring lithium borohydride (0.28 g) at room temperature, and the mixture is refluxed for 30 minutes. The reaction solution is poured into diluted hydrochloric acid and extracted with dichloromethane. The extract is dried over magnesium sulfate and the solvent is distilled off under reduced pressure. The resulting residue is pur... The reactants are CCOc1ccc(C(C)(C)C)cc1C1=NC(C)(c2ccc(Cl)cc2)C(C)(c2ccc(Cl)cc2)N1C(=O)Cl, CS(=O)(=O)CCCN1CCNCC1, Cl, Cl. The product is CCOc1ccc(C(C)(C)C)cc1C1=NC(C)(c2ccc(Cl)cc2)C(C)(c2ccc(Cl)cc2)N1C(=O)N1CCN(CCCS(C)(=O)=O)CC1. RXN SMILES: [C:1]([CH3:2])([CH3:3])([CH3:4])[c:5]1[cH:6][cH:7][c:8]([O:35][CH2:36][CH3:37])[c:9]([C:11]2=[N:15][C:14]([CH3:16])([c:17]3[cH:18][cH:19][c:20]([Cl:23])[cH:21][cH:22]3)[C:13]([CH3:24])([c:25]3[cH:26][cH:27][c:28]([Cl:31])[cH:29][cH:30]3)[N:12]2[C:32](=[O:33])[Cl:34])[cH:10]1.[CH3:40][S:41](=[O:42])(=[O:43])[CH2:44][CH2:45][CH2:46][N:47]1[CH2:48][CH2:49][NH:50][CH2:51][CH2:52]1.[ClH:38].[ClH:39]>>[C:1]([CH3:2])([CH3:3])([CH3:4])[c:5]1[cH:6][cH:7][c:8]([O:35][CH2:36][CH3:37])[c:9]([C:11]2=[N:15][C:14]([CH3:16])([c:17]3[cH:18][cH:19][c:20]([Cl:23])[cH:21][cH:22]3)[C:13]([CH3:24])([c:25]3[cH:26][cH:27][c:28]([Cl:31])[cH:29][cH:30]3)[N:12]2[C:32](=[O:33])[N:50]2[CH2:49][CH2:48][N:47]([CH2:46][CH2:45][CH2:44][S:41]([CH3:40])(=[O:42])=[O:43])[CH2:52][CH2:51]2)[cH:10]1. Product: C(C)(C)(C)OC(CC(CCCCCCC1=NC=2NCCCC2C=C1)C1=CC2=C(S1)C=CC=C2)=O (3-(Benzo[b]thiophen-2-yl)-9-(5,6,7,8-tetrahydro-[1,8]naphthyridin-2-yl)-nonanoic acid tert-butyl ester). Solvent: C(C)O (ethanol), CO (methanol). The reagents and catalysts are [Pd] (palladium on carbon). As a reaction SMILES: [C:1]([O:5][C:6](=[O:34])[CH:7]=[C:8]([C:25]1[S:29][C:28]2[CH:30]=[CH:31][CH:32]=[CH:33][C:27]=2[CH:26]=1)[CH2:9][CH2:10][CH2:11][CH2:12][CH2:13][CH2:14][C:15]1[CH:24]=[CH:23][C:22]2[CH2:21][CH2:20][CH2:19][NH:18][C:17]=2[N:16]=1)([CH3:4])([CH3:3])[CH3:2].[H][H]>[Pd].CO.C(O)C>[C:1]([O:5][C:6](=[O:34])[CH2:7][CH:8]([C:25]1[S:29][C:28]2[CH:30]=[CH:31][CH:32]=[CH:33][C:27]=2[CH:26]=1)[CH2:9][CH2:10][CH2:11][CH2:12][CH2:13][CH2:14][C:15]1[CH:24]=[CH:23][C:22]2[CH2:21][CH2:20][CH2:19][NH:18][C:17]=2[N:16]=1)([CH3:4])([CH3:2])[CH3:3]. Reactants: C(C)(C)(C)OC(C=C(CCCCCCC1=NC=2NCCCC2C=C1)C1=CC2=C(S1)C=CC=C2)=O (3-(benzo[b]thiophen-2-yl)-9-(5,6,7,8-tetrahydro-[1,8]naphthyridin-2-yl)-non-2-enoic acid tert-butyl ester), [H][H] (hydrogen). Procedure details: To a stirred suspension of 10% palladium on carbon (45 mg) in methanol (5 mL) was added a solution of 3-(benzo[b]thiophen-2-yl)-9-(5,6,7,8-tetrahydro-[1,8]naphthyridin-2-yl)-non-2-enoic acid tert-butyl ester 29-7b (220 mg) in ethanol (5 mL) and the mixture was subjected to an atmosphere of hydrogen for 48 hours. The reaction mixture was filtered through Celite and concentrated at reduced pressure. The resulting oil was purified by flash column chromatography over silica gel with 9:1 ethyl acetat...